This data is from the Open Reaction Database (ORD), a public repository of structured organic reaction records. The task is: describe an organic reaction: reactants, conditions, products, and yield The reactants are C(N)(OC)=O (methyl carbamate), C(C=CC)(=O)Cl (2-butenoyl chloride), C=CC1=CC=CC=C1 (styrene). The reagents and catalysts are Cl[Cu] (CuCl). Run in C(Cl)Cl (DCM). Conditions: temperature 114 celsius, time 16 hour. Product: C(\C=C\C)(=O)NC(OC)=O (Methyl (2E)-but-2-enoylcarbamate). Yield: 76.0%. Reaction SMILES: [C:1](=[O:5])([O:3][CH3:4])[NH2:2].[C:6](Cl)(=[O:10])[CH:7]=[CH:8][CH3:9].C=CC1C=CC=CC=1>C(Cl)Cl.Cl[Cu]>[C:6]([NH:2][C:1](=[O:5])[O:3][CH3:4])(=[O:10])/[CH:7]=[CH:8]/[CH3:9]. Procedure: To a mixture of methyl carbamate (1.0 g, 8.54 mmol) and 2-butenoyl chloride (2.4 mL, 25.0 mmol) was added styrene (30 mL), followed by CuCl (0.1 g). The reaction mixture was stirred at 114° C. for 16 h. It was then cooled to room temperature and evaporated to give a white residue, which was dissolved in DCM and washed with water, brine and dried over MgSO4. The solution was concentrated and the addition of pentane to the residue furnished the product as a white precipitate. Yield 76% (0.93 g). m... Starting materials: O.C1(=CC=C(C=C1)S(=O)(=O)O)C (p-Toluenesulphonic acid monohydrate), NC1=CC(=C(C(=O)NC2C[C@H]3CCC[C@@H](C2)N3C)C=C1F)F (4-amino-2,5-difluoro-N-[(1S,5R)-9-methyl-9-azabicyclo[3.3.1]non-7-yl]benzamide), NC1=CC(=C(C(=O)NC2C[C@H]3CCC[C@@H](C2)N3C)C=C1F)F (4-amino-2,5-difluoro-N-[(1S,5R)-9-methyl-9-azabicyclo[3.3.1]non-7-yl]benzamide), ClC1=NC=C2N(C(CCN(C2=N1)C1CCCC1)=O)C (10-chloro-2-cyclopentyl-6-methyl-2,6,9,11-tetrazabicyclo[5.4.0]undeca-7,9,11-trien-5-one), ClC1=NC=C2N(C(CCN(C2=N1)C1CCCC1)=O)C (10-chloro-2-cyclopentyl-6-methyl-2,6,9,11-tetrazabicyclo[5.4.0]undeca-7,9,11-trien-5-one). Run in CC(CC(C)O)C (4-methyl-2-pentanol). Run at temperature 150 celsius. Yields the product C1(CCCC1)N1C2=NC(=NC=C2N(C(CC1)=O)C)NC1=CC(=C(C(=O)NC2C[C@H]3CCC[C@@H](C2)N3C)C=C1F)F (4-[(2-cyclopentyl-6-methyl-5-oxo-2,6,9,11-tetrazabicyclo[5.4.0]undeca-7,9,11-trien-10-yl)amino]-2,5-difluoro-N-[(1S,5R)-9-methyl-9-azabicyclo[3.3.1]non-7-yl]benzamide). Yield: 23.1%. Reaction SMILES: O.C1(C)C=CC(S(O)(=O)=O)=CC=1.[NH2:13][C:14]1[C:32]([F:33])=[CH:31][C:17]([C:18]([NH:20][CH:21]2[CH2:28][C@H:27]3[N:29]([CH3:30])[C@H:23]([CH2:24][CH2:25][CH2:26]3)[CH2:22]2)=[O:19])=[C:16]([F:34])[CH:15]=1.Cl[C:36]1[N:46]=[C:45]2[C:39]([N:40]([CH3:53])[C:41](=[O:52])[CH2:42][CH2:43][N:44]2[CH:47]2[CH2:51][CH2:50][CH2:49][CH2:48]2)=[CH:38][N:37]=1>CC(C)CC(O)C>[CH:47]1([N:44]2[CH2:43][CH2:42][C:41](=[O:52])[N:40]([CH3:53])[C:39]3[C:45]2=[N:46][C:36]([NH:13][C:14]2[C:32]([F:33])=[CH:31][C:17]([C:18]([NH:20][CH:21]4[CH2:28][C@H:27]5[N:29]([CH3:30])[C@H:23]([CH2:24][CH2:25][CH2:26]5)[CH2:22]4)=[O:19])=[C:16]([F:34])[CH:15]=2)=[N:37][CH:38]=3)[CH2:51][CH2:50][CH2:49][CH2:48]1 |f:0.1|. Procedure details: p-Toluenesulphonic acid monohydrate (338 mg, 1.78 mmol) was added to 4-amino-2,5-difluoro-N-[(1S,5R)-9-methyl-9-azabicyclo[3.3.1]non-7-yl]benzamide (Intermediate 274; 220 mg, 0.71 mmol), and 2-chloro-9-cyclopentyl-5-methyl-8,9-dihydro-5H-pyrimido[5,4-b][1,4]diazepin-6(7H)-one (Intermediate 1; 200 mg, 0.71 mmol) in 4-methyl-2-pentanol (4 mL) at 25° C. The resulting mixture was heated by microwave irradiation at 150° C. for 1 hour. The crude product was purified by ion exchange chromatography, usi... Starting materials: C(CCCCCCCCC(=O)OC1CC(NC(C1)(C)C)(C)C)(=O)OC1CC(NC(C1)(C)C)(C)C (di-(2,2,6,6-tetramethylpiperidin-4-yl) sebacate), 58.3, C(C)(C)(C)OO (t-butyl hydroperoxide), C(C)(C)(C)OO (t-butyl hydroperoxide). The reagents and catalysts are [Mo](=O)(=O)=O (molybdenum trioxide). Solvent: CCCCCCC (heptane). Run at temperature 140 celsius, time 7 hour. The product is C(CCCCCCCCC(=O)OC1CC(N(C(C1)(C)C)OCCCCCCC)(C)C)(=O)OC1CC(N(C(C1)(C)C)OCCCCCCC)(C)C (Di-(1-heptyloxy-2,2,6,6-tetramethylpiperidin-4-yl) Sebacate). Yield: 72.0%. As a reaction SMILES: [C:1]([O:24][CH:25]1[CH2:30][C:29]([CH3:32])([CH3:31])[NH:28][C:27]([CH3:34])([CH3:33])[CH2:26]1)(=[O:23])[CH2:2][CH2:3][CH2:4][CH2:5][CH2:6][CH2:7][CH2:8][CH2:9][C:10]([O:12][CH:13]1[CH2:18][C:17]([CH3:20])([CH3:19])[NH:16][C:15]([CH3:22])([CH3:21])[CH2:14]1)=[O:11].[C:35]([O:39]O)([CH3:38])(C)C>[Mo](=O)(=O)=O.CCCCCCC>[C:1]([O:24][CH:25]1[CH2:30][C:29]([CH3:32])([CH3:31])[N:28]([O:39][CH2:35][CH2:38][CH2:17][CH2:18][CH2:13][CH2:14][CH3:15])[C:27]([CH3:34])([CH3:33])[CH2:26]1)(=[O:23])[CH2:2][CH2:3][CH2:4][CH2:5][CH2:6][CH2:7][CH2:8][CH2:9][C:10]([O:12][CH:13]1[CH2:18][C:17]([CH3:19])([CH3:20])[N:16]([O:11][CH2:10][CH2:9][CH2:8][CH2:7][CH2:6][CH2:5][CH3:4])[C:15]([CH3:21])([CH3:22])[CH2:14]1)=[O:11]. Reported procedure: A mixture of 35.0 g (72.8 mmol) of di-(2,2,6,6-tetramethylpiperidin-4-yl) sebacate, 58.3 (582 mmol) of 90% aqueous t-butyl hydroperoxide, 2.0 g of molybdenum trioxide, and 250 ml of heptane is heated at 140° C. in a Fischer-Porter bottle. The pressure is maintained at 40-50 psi by occasional venting. Heating is discontinued after 7 hours. An additional portion (20.0 g) of 90% t-butyl hydroperoxide is added and the reaction mixture is heated for one hour at 140° C. The reaction is nearly colorles... Solvent: C(C)C(=O)C (MEK), C(C)C(=O)C (methyl ethyl ketone). Yield: 66.7%. Reported procedure: Chloranil (0.06 mole) and sodium hydrogen carbonate (0.075 mole) were added to 300 ml of methyl ethyl ketone (MEK). The mixture was heated to 55° C. before adding cyclohexanol (0.5 mole) dropwise with stirring. When the reaction was complete (as judged by HPLC) the MEK solvent was removed from the product mixture under vacuum. The resultant orange gum was recrystallised from petroleum ether to provide the bright orange crystalline title product (0.04 moles). RXN SMILES: [C:1]1(Cl)[C:7](=[O:8])[C:6]([Cl:9])=[C:5]([Cl:10])[C:3](=[O:4])[C:2]=1[Cl:11].C(=O)([O-])O.[Na+].[CH:18]1([OH:24])[CH2:23][CH2:22][CH2:21][CH2:20][CH2:19]1>C(C(C)=O)C>[Cl:9][C:6]1[C:7](=[O:8])[C:1]([O:24][CH:18]2[CH2:23][CH2:22][CH2:21][CH2:20][CH2:19]2)=[C:2]([Cl:11])[C:3](=[O:4])[C:5]=1[Cl:10] |f:1.2|. Reaction conditions: temperature 55 celsius. The product is ClC=1C(C(=C(C(C1Cl)=O)Cl)OC1CCCCC1)=O (2,3,5-trichloro-6-cyclohexanyloxy-1,4-benzoquinone). The reactants are C1(=C(C(=O)C(=C(C1=O)Cl)Cl)Cl)Cl (Chloranil), C(O)([O-])=O.[Na+] (sodium hydrogen carbonate), C1(CCCCC1)O (cyclohexanol). Reactants: ClC1=NC2=C(C=CC=C2C(=N1)N1C(C2=CC=CC=C2CC1)C(F)(F)F)OC (2-Chloro-8-Methoxy-4-(1-Trifluoromethyl-1,2,3,4-Tetrahydroisoquinoline-2-Yl) Quinazoline), FC1=CC(=C(N)C=C1)C (4-fluoro-2-methyl aniline). The solvent is CN(C=O)C (dimethyl-formamide). The product is Cl.FC1=CC(=C(C=C1)NC1=NC2=C(C=CC=C2C(=N1)N1C(C2=CC=CC=C2CC1)C(F)(F)F)OC)C (2-(4-Fluoro-2-Methylphenyl-Amino)-8-Methoxy-4-(1-Trifluoromethyl-1,2,3,4-Tetrahydroisoquinoline-2-Yl)Quinazoline Hydrochloride). Isolated yield 53.0%. As a reaction SMILES: [Cl:1][C:2]1[N:11]=[C:10]([N:12]2[CH2:21][CH2:20][C:19]3[C:14](=[CH:15][CH:16]=[CH:17][CH:18]=3)[CH:13]2[C:22]([F:25])([F:24])[F:23])[C:9]2[C:4](=[C:5]([O:26][CH3:27])[CH:6]=[CH:7][CH:8]=2)[N:3]=1.[F:28][C:29]1[CH:35]=[CH:34][C:32]([NH2:33])=[C:31]([CH3:36])[CH:30]=1>CN(C)C=O>[ClH:1].[F:28][C:29]1[CH:35]=[CH:34][C:32]([NH:33][C:2]2[N:11]=[C:10]([N:12]3[CH2:21][CH2:20][C:19]4[C:14](=[CH:15][CH:16]=[CH:17][CH:18]=4)[CH:13]3[C:22]([F:23])([F:24])[F:25])[C:9]3[C:4](=[C:5]([O:26][CH3:27])[CH:6]=[CH:7][CH:8]=3)[N:3]=2)=[C:31]([CH3:36])[CH:30]=1 |f:3.4|. Reported procedure: In accordance with the same procedures as in Example 18, except that to a mixture of 1.9 g of the compound (4.82 mM) prepared in Example 8 and 15 ml of dimethyl-formamide, 0.82 ml of 4-fluoro-2-methyl aniline(10.1 mM) was added, 1.32 g of the title compound was prepared.